From a dataset of the Open Reaction Database (ORD), a public repository of structured organic reaction records. describe an organic reaction: reactants, conditions, products, and yield Starting materials: [Cl-].[NH4+] (ammonium chloride), BrC=1C(=NC(=CC1C)OC)C (3-bromo-6-methoxy-2,4-dimethylpyridine), B(OC)(OC)OC (Trimethyl borate), C(CCC)[Li] (n-butyllithium). Solvent: C1CCOC1 (THF). Conditions: temperature -78 celsius, time 30 minute. The product is COC1=CC(=C(C(=N1)C)B(O)O)C ((6-methoxy-2,4-dimethylpyridin-3-yl)boronic acid). RXN SMILES: Br[C:2]1[C:3]([CH3:11])=[N:4][C:5]([O:9][CH3:10])=[CH:6][C:7]=1[CH3:8].C([Li])CCC.[B:17](OC)([O:20]C)[O:18]C.[Cl-].[NH4+]>C1COCC1>[CH3:10][O:9][C:5]1[N:4]=[C:3]([CH3:11])[C:2]([B:17]([OH:20])[OH:18])=[C:7]([CH3:8])[CH:6]=1 |f:3.4|. Reported procedure: 3-bromo-6-methoxy-2,4-dimethylpyridine (150 mg) was added to THF (3 mL). The solution was cooled to −78° C., and n-butyllithium (1.63 M solution in n-hexane, 0.468 mL) was added, followed by stirring at the same temperature for 30 minutes. Trimethyl borate (0.108 mL) was added to the reaction mixture, and the mixture was stirred at −78° C. for 10 minutes and at room temperature for 50 minutes. A saturated aqueous ammonium chloride solution was added to the reaction mixture, and the reaction mixt...